From a dataset of the Open Reaction Database (ORD), a public repository of structured organic reaction records. describe an organic reaction: reactants, conditions, products, and yield Starting materials: C1CCOC1, [Li]CCCC, CN(C)P(=O)(N(C)C)N(C)C, C#CCCCCCCC, ICCCCCOC1CCCCO1, O. Yields the product CCCCCCCC#CCCCCCOC1CCCCO1. As a reaction SMILES: [CH2:39]1[O:40][CH2:41][CH2:42][CH2:43]1.[CH3:10][CH2:11][CH2:12][CH2:13][Li:14].[CH3:15][N:16]([CH3:17])[P:18]([N:19]([CH3:20])[CH3:21])([N:22]([CH3:23])[CH3:24])=[O:25].[CH:1]#[C:2][CH2:3][CH2:4][CH2:5][CH2:6][CH2:7][CH2:8][CH3:9].[I:26][CH2:27][CH2:28][CH2:29][CH2:30][CH2:31][O:32][CH:33]1[O:34][CH2:35][CH2:36][CH2:37][CH2:38]1.[OH2:44]>>[C:1](#[C:2][CH2:3][CH2:4][CH2:5][CH2:6][CH2:7][CH2:8][CH3:9])[CH2:27][CH2:28][CH2:29][CH2:30][CH2:31][O:32][CH:33]1[O:34][CH2:35][CH2:36][CH2:37][CH2:38]1. Starting materials: CSC1=CC=C(C=C1)B(O)O (4-methylthiophenylboronic acid), [F-].[Cs+] (caesium fluoride), 2-dicyclohexylphosphine 2-(N,N-dimethylamino)biphenyl, ClC1=CC=C2C(=NN(C2=C1)COCC[Si](C)(C)C)NC(CCC)=O (N-[6-chloro-1-[[2-(trimethylsilyl)-ethoxy]methyl]-1H-indazol-3-yl]butanamide). The reagents and catalysts are C(C)(=O)[O-].[Pd+2].C(C)(=O)[O-] (palladium acetate). Run in O1CCOCC1 (dioxane). Reaction conditions: temperature 100 celsius, time 72 hour. The product is CSC1=CC=C(C=C1)C1=CC=C2C(=NN(C2=C1)COCC[Si](C)(C)C)NC(CCC)=O (N-[6-(4-methylthiophenyl)-1-[[2-(trimethylsilyl)-ethoxy]methyl]-1H-indazol-3-yl]butanamide). Yield: 48.4%. RXN SMILES: [CH3:1][S:2][C:3]1[CH:8]=[CH:7][C:6](B(O)O)=[CH:5][CH:4]=1.[F-].[Cs+].Cl[C:15]1[CH:23]=[C:22]2[C:18]([C:19]([NH:32][C:33](=[O:37])[CH2:34][CH2:35][CH3:36])=[N:20][N:21]2[CH2:24][O:25][CH2:26][CH2:27][Si:28]([CH3:31])([CH3:30])[CH3:29])=[CH:17][CH:16]=1>O1CCOCC1.C([O-])(=O)C.[Pd+2].C([O-])(=O)C>[CH3:1][S:2][C:3]1[CH:8]=[CH:7][C:6]([C:15]2[CH:23]=[C:22]3[C:18]([C:19]([NH:32][C:33](=[O:37])[CH2:34][CH2:35][CH3:36])=[N:20][N:21]3[CH2:24][O:25][CH2:26][CH2:27][Si:28]([CH3:31])([CH3:29])[CH3:30])=[CH:17][CH:16]=2)=[CH:5][CH:4]=1 |f:1.2,5.6.7|. Reported procedure: 0.81 g of 86% 4-methylthiophenylboronic acid, 1.24 g of caesium fluoride, 13.5 mg of palladium acetate and finally 31 mg of 2-dicyclohexylphosphine-2-(N,N-dimethylamino)biphenyl are added to 1 g of N-[6-chloro-1-[[2-(trimethylsilyl)-ethoxy]methyl]-1H-indazol-3-yl]butanamide, described previously in Example 25, in 30 cm3 of dioxane. The mixture is then heated at about 100° C. for 20 hours, the temperature is allowed to return to room temperature over 72 hours and the reaction medium is then filte... Run in CN(C)C=O (DMF), CN(C)C=O (DMF). The reactants are OC1=C(C(=O)OC)C=CC(=C1)C1=CC2=CC=3C(CCC(C3C=C2C=C1)(C)C)(C)C (methyl 2-hydroxy-4-(5,6,7,8-tetrahydro-5,5,8,8-tetramethyl-2-anthryl)benzoate), [H-].[Na+] (sodium hydride), O (water), IC (iodomethane). As a reaction SMILES: [H-].[Na+].[OH:3][C:4]1[CH:13]=[C:12]([C:14]2[CH:27]=[CH:26][C:25]3[C:16](=[CH:17][C:18]4[C:19]([CH3:31])([CH3:30])[CH2:20][CH2:21][C:22]([CH3:29])([CH3:28])[C:23]=4[CH:24]=3)[CH:15]=2)[CH:11]=[CH:10][C:5]=1[C:6]([O:8][CH3:9])=[O:7].I[CH3:33].O>CN(C=O)C>[CH3:33][O:3][C:4]1[CH:13]=[C:12]([C:14]2[CH:27]=[CH:26][C:25]3[C:16](=[CH:17][C:18]4[C:19]([CH3:31])([CH3:30])[CH2:20][CH2:21][C:22]([CH3:29])([CH3:28])[C:23]=4[CH:24]=3)[CH:15]=2)[CH:11]=[CH:10][C:5]=1[C:6]([O:8][CH3:9])=[O:7] |f:0.1|. Procedure details: 130 mg (4.2 mmol) of sodium hydride (80% in oil) and 20 ml of DMF were introduced into a three-necked flask, a solution of 1.6 g (4.2 mmol) of methyl 2-hydroxy-4-(5,6,7,8-tetrahydro-5,5,8,8-tetramethyl-2-anthryl)benzoate in 50 ml of DMF was added dropwise and the mixture was stirred until gaseous emission ceased. 340 μl (5.5 mmol) of iodomethane were then added and the mixture was stirred at room temperature for two hours. The reaction medium was poured into water, extracted with ethyl ether, th... Product: COC1=C(C(=O)OC)C=CC(=C1)C1=CC2=CC=3C(CCC(C3C=C2C=C1)(C)C)(C)C (methyl 2-methoxy-4-(5,6,7,8-tetrahydro-5,5,8,8-tetramethyl-2-anthryl)benzoate). Starting materials: CCC(=O)C1=C(O)CC(c2c(C)c(C)cc3ccccc23)CC1=O, CC(=O)Cl, Cl[Al](Cl)Cl, ClCCCl, Cl. The product is CCC(=O)C1=C(O)CC(c2c(C)c(C)c(C(C)=O)c3ccccc23)CC1=O. Reaction SMILES: [CH3:1][c:2]1[c:3]([CH:13]2[CH2:14][C:15]([OH:24])=[C:16]([C:20]([CH2:21][CH3:22])=[O:23])[C:17](=[O:19])[CH2:18]2)[c:4]2[cH:5][cH:6][cH:7][cH:8][c:9]2[cH:10][c:11]1[CH3:12].[CH3:29][C:30]([Cl:31])=[O:32].[Cl:25][Al:26]([Cl:27])[Cl:28].[Cl:34][CH2:35][CH2:36][Cl:37].[ClH:33]>>[CH3:1][c:2]1[c:3]([CH:13]2[CH2:14][C:15]([OH:24])=[C:16]([C:20]([CH2:21][CH3:22])=[O:23])[C:17](=[O:19])[CH2:18]2)[c:4]2[cH:5][cH:6][cH:7][cH:8][c:9]2[c:10]([C:30]([CH3:29])=[O:32])[c:11]1[CH3:12]. Reaction conditions: time 24 hour. Reactants: IC (iodomethane), ClC1=CC=C(C=C1)CN1C=2N(C(C=3N(C=NC13)C)=O)CCN2 (4-[(4-Chlorophenyl)Methyl]-6,7-Dihydro-1-Methyl-1H-Imidazo[1,2-a]Purin-9(4H)-One), IC (iodomethane). Isolated yield 47.9%. Solvent: CC(=O)C (acetone). As a reaction SMILES: [Cl:1][C:2]1[CH:7]=[CH:6][C:5]([CH2:8][N:9]2[C:17]3[N:16]=[CH:15][N:14]([CH3:18])[C:13]=3[C:12](=[O:19])[N:11]3[CH2:20][CH2:21][N:22]=[C:10]23)=[CH:4][CH:3]=1.[I:23][CH3:24]>CC(C)=O>[I-:23].[Cl:1][C:2]1[CH:3]=[CH:4][C:5]([CH2:8][N:9]2[C:17]3[N:16]=[CH:15][NH+:14]([CH3:18])[C:13]=3[C:12](=[O:19])[N:11]3[CH2:20][CH2:21][N:22]([CH3:24])[CH:10]23)=[CH:6][CH:7]=1 |f:3.4|. Procedure: A suspension of the product of Procedure 67 (1.6 g., 0.005 mole) in acetone (25 ml.) was refluxed overnight with iodomethane (0.7 g., 0.005 mole). Additional iodomethane (0.35 g., 0.0025 mole) was added, and refluxing was continued for 24 hr. The insolubles were collected to give 1.6 g. Recrystallization from MeOH gave analytically pure product 1.1 g., m.p. 188.5°-189.5°. The product is [I-].ClC1=CC=C(C=C1)CN1C2N(C(C=3[NH+](C=NC13)C)=O)CCN2C (4-[(4-Chlorophenyl)Methyl]-4,6,7,9-Tetrahydro-1,5-Dimethyl-9-Oxo-1H-Imidazo[1,2-a]Purinium Iodide). Starting materials: NC=1C=C(CO)C=CC1SC1=NC=CN=C1Cl (3-amino-4-[(3-chloropyrazin-2-yl)thio]benzyl alcohol), Cl (hydrochloric acid), ice water, N (ammonia). Solvent: CO (methanol). Yields the product N1=CC=NC=2SC3=C(NC21)C=C(C=C3)CO ((10H-Pyrazino[2,3-b][1,4]benzothiazin-8-yl)methanol). Isolated yield 96.9%. As a reaction SMILES: [NH2:1][C:2]1[CH:3]=[C:4]([CH:7]=[CH:8][C:9]=1[S:10][C:11]1[C:16](Cl)=[N:15][CH:14]=[CH:13][N:12]=1)[CH2:5][OH:6].Cl.N>CO>[N:15]1[C:16]2[NH:1][C:2]3[CH:3]=[C:4]([CH2:5][OH:6])[CH:7]=[CH:8][C:9]=3[S:10][C:11]=2[N:12]=[CH:13][CH:14]=1. Procedure: To 1.47 g of 3-amino-4-[(3-chloropyrazin-2-yl)thio]benzyl alcohol were added 20 ml of methanol and 0.45 ml of conc. hydrochloric acid and the resulting mixture was heated under reflux for 30 minutes. Then the reaction mixture was made alkaline by adding ice-water and aqueous ammonia. The precipitate was collected by filtration and dried to thereby give 1.23 g of the title compound as yellow crystals.